From a dataset of the Open Reaction Database (ORD), a public repository of structured organic reaction records. describe an organic reaction: reactants, conditions, products, and yield The reactants are P(Br)(Br)Br (Phosphorous tribromide), BrC1=CC(=[N+](C=C1OC)[O-])CC (4-bromo-2-ethyl-5-methoxy-pyridine 1-oxide), [OH-].[Na+] (NaOH). Run in C(Cl)Cl (CH2Cl2). Conditions: temperature 50 celsius. Product: BrC1=CC(=NC=C1OC)CC (4-Bromo-2-ethyl-5-methoxy-pyridine). As a reaction SMILES: P(Br)(Br)Br.[Br:5][C:6]1[C:11]([O:12][CH3:13])=[CH:10][N+:9]([O-])=[C:8]([CH2:15][CH3:16])[CH:7]=1.[OH-].[Na+]>C(Cl)Cl>[Br:5][C:6]1[C:11]([O:12][CH3:13])=[CH:10][N:9]=[C:8]([CH2:15][CH3:16])[CH:7]=1 |f:2.3|. Procedure details: Phosphorous tribromide (5.5 mL) was added to a solution of 4-bromo-2-ethyl-5-methoxy-pyridine 1-oxide (1.25 g, 5.4 mmol) dissolved in CH2Cl2 (40 mL). The reaction mixture was heated to 50° C. for 1 hour. After cooling to room temperature the mixture was poured into ice and made basic with 15% NaOH and extracted with CH2Cl2. The organic extracts were dried over Na2SO4 and concentrated to a clear oil (1.13 g, 97%). 1H NMR (400 MHz, CDCl3): δ 1.28 (t, J=7.6 Hz, 3 H), 2.75 (q, J=7.6 Hz, 2 H), 3.97 (... Starting materials: Cc1ccccc1, CCN(C(C)C)C(C)C, O=C(Cl)CCl, [K+], [K+], CC(N)(CO)c1cc(Br)cc([N+](=O)[O-])c1, O=C([O-])[O-], CN(C)C=O, O. The product is CC(CO)(NC(=O)CCl)c1cc(Br)cc([N+](=O)[O-])c1. As a reaction SMILES: [CH3:41][c:42]1[cH:43][cH:44][cH:45][cH:46][cH:47]1.[CH:22]([N:23]([CH2:24][CH3:25])[CH:26]([CH3:27])[CH3:28])([CH3:29])[CH3:30].[Cl:31][CH2:32][C:33](=[O:34])[Cl:35].[K+:16].[K+:17].[NH2:1][C:2]([CH2:3][OH:4])([CH3:5])[c:6]1[cH:7][c:8]([Br:15])[cH:9][c:10]([N+:12](=[O:13])[O-:14])[cH:11]1.[O-:18][C:19]([O-:20])=[O:21].[O:36]=[CH:37][N:38]([CH3:39])[CH3:40].[OH2:48]>>[NH:1]([C:2]([CH2:3][OH:4])([CH3:5])[c:6]1[cH:7][c:8]([Br:15])[cH:9][c:10]([N+:12](=[O:13])[O-:14])[cH:11]1)[C:33]([CH2:32][Cl:31])=[O:34].